Dataset: the Open Reaction Database (ORD), a public repository of structured organic reaction records. Task: describe an organic reaction: reactants, conditions, products, and yield Starting materials: BrCc1ccc2ccccc2c1, CCO, [K+], [OH-], Oc1cccc(I)c1. Yields the product Ic1cccc(OCc2ccc3ccccc3c2)c1. Reaction SMILES: [Br:11][CH2:12][c:13]1[cH:14][c:15]2[cH:16][cH:17][cH:18][cH:19][c:20]2[cH:21][cH:22]1.[CH3:23][CH2:24][OH:25].[K+:10].[OH-:9].[OH:1][c:2]1[cH:3][cH:4][cH:5][c:6]([I:7])[cH:8]1>>[O:1]([c:2]1[cH:3][cH:4][cH:5][c:6]([I:7])[cH:8]1)[CH2:12][c:13]1[cH:14][c:15]2[cH:16][cH:17][cH:18][cH:19][c:20]2[cH:21][cH:22]1. The reactants are [Na] (sodium), CC(CC(C(=O)O)=O)C (4-methyl-2-oxo-pentanoic acid), Cl (HCl). Yields the product O[C@@H](C(=O)O)CC(C)C ((R)-2-hydroxy-4-methyl pentanoic acid). Yield: 87.0%. RXN SMILES: [Na].[CH3:2][CH:3]([CH3:10])[CH2:4][C:5](=[O:9])[C:6]([OH:8])=[O:7].Cl>>[OH:9][C@H:5]([CH2:4][CH:3]([CH3:10])[CH3:2])[C:6]([OH:8])=[O:7] |^1:0|. Procedure details: The sodium salt of 4-methyl-2-oxo-pentanoic acid 7 (152 mg, 1 mmol), RLB2HADH (13.8 mg, 276 U), HCl (1 ml, 1 mmol, 1 eq.). A reaction time of 24 hours gave 8 (114 mg, 0.87 mmol, 87% yield, >99.5% e.e.); δH1 (270 MHz) ppm: 6.63 (1H, br s, 2-OH), 4.29 (1H, br t, J=6.5 Hz, 2-H), 1.95-1.85 (1H, m, 4-H), 1.64-1.60 (2H, m, 3-H2), 0.98-0.95 (6H, 2×s, 5-H3 and 5'-H3). The reactants are CC(C([O-])([O-])[O-])(C)C (trimethylorthoacetate), CC1=CC=C(C=C1)S(=O)(=O)[O-].C1=CC=[NH+]C=C1 (PPTS), ClC1=CC=C(C=C1)C1=NC(C(NC2=C1C=C(C=C2)OC)=S)CC(=O)NC2CCCCC2 (2-[5-(4-Chlorophenyl)-7-(methyloxy)-2-thioxo-2,3-dihydro-1H-1,4-benzodiazepin-3-yl]-N-cyclohexylacetamide), O.NN (hydrazine monohydrate), O.NN (hydrazine hydrate). Solvent: CO (MeOH). Run at time 15 minute. The product is ClC1=CC=C(C=C1)C1=NC(C=2N(C3=C1C=C(C=C3)OC)C(=NN2)C)CC(=O)NC2CCCCC2 (2-[6-(4-Chlorophenyl)-1-methyl-8-(methyloxy)-4H-[1,2,4]triazolo[4,3-a][1,4]-benzodiazepin-4-yl]-N-cyclohexylacetamide). Isolated yield 16.3%. RXN SMILES: [Cl:1][C:2]1[CH:7]=[CH:6][C:5]([C:8]2[C:14]3[CH:15]=[C:16]([O:19][CH3:20])[CH:17]=[CH:18][C:13]=3[NH:12][C:11](=S)[CH:10]([CH2:22][C:23]([NH:25][CH:26]3[CH2:31][CH2:30][CH2:29][CH2:28][CH2:27]3)=[O:24])[N:9]=2)=[CH:4][CH:3]=1.O.[NH2:33][NH2:34].C[C:36]([CH3:42])(C)C([O-])([O-])[O-].CC1C=CC(S([O-])(=O)=O)=CC=1.C1C=C[NH+]=CC=1>CO>[Cl:1][C:2]1[CH:7]=[CH:6][C:5]([C:8]2[C:14]3[CH:15]=[C:16]([O:19][CH3:20])[CH:17]=[CH:18][C:13]=3[N:12]3[C:36]([CH3:42])=[N:33][N:34]=[C:11]3[CH:10]([CH2:22][C:23]([NH:25][CH:26]3[CH2:31][CH2:30][CH2:29][CH2:28][CH2:27]3)=[O:24])[N:9]=2)=[CH:4][CH:3]=1 |f:1.2,4.5|. Reported procedure: To a solution of Intermediate 8 (420 mg, 0.9 mmol) in MeOH (40 mL) at 0° C. was added hydrazine monohydrate (0.22 mL, 4.6 mmol). After 15 min at 0° C., the reaction mixture was allowed to warm RT for 1 h and a further 2.5 equiv. of hydrazine hydrate before being heated to 40° C. for 15 min. The mixture was then concentrated to half volume and water was added. The aqueous layer was extracted with DCM (×2) and the organics were dried over Na2SO4, filtered and concentrated in vacuo. The crude produ... Starting materials: CCOC(C)=O, Cl, O=C1NC(=O)C(c2ccc(C3(c4ccccc4)OCCO3)s2)O1. Yields the product O=C1NC(=O)C(c2ccc(C(=O)c3ccccc3)s2)O1. As a reaction SMILES: [CH3:25][CH2:26][O:27][C:28](=[O:29])[CH3:30].[ClH:24].[c:1]1([C:7]2([c:12]3[cH:13][cH:14][c:15]([CH:17]4[C:18](=[O:23])[NH:19][C:20](=[O:22])[O:21]4)[s:16]3)[O:8][CH2:11][CH2:10][O:9]2)[cH:2][cH:3][cH:4][cH:5][cH:6]1>>[c:1]1([C:7](=[O:8])[c:12]2[cH:13][cH:14][c:15]([CH:17]3[C:18](=[O:23])[NH:19][C:20](=[O:22])[O:21]3)[s:16]2)[cH:2][cH:3][cH:4][cH:5][cH:6]1. Conditions: temperature 0 celsius, time 48 hour. Yields the product BrC=1SC2=C(N1)C(=CC(=C2)C(=O)OC)C (Methyl 2-bromo-4-methyl-benzothiazole-6-carboxylate). Reactants: NC1=C(C=C(C(=O)OC)C=C1)C (methyl 4-amino-3-methylbenzoate), NaSCN, BrBr (Br2), NC=1SC2=C(N1)C(=CC(=C2)C(=O)OC)C (Methyl 2-amino-4-methyl-benzothiazole-6-carboxylate). Procedure details: Methyl 2-amino-4-methyl-benzothiazole-6-carboxylate (I-16A). Into a 500-mL round-bottom flask was placed a solution of methyl 4-amino-3-methylbenzoate (4.00 g, 24.2 mmol, 1.00 equiv) and NaSCN (7.00 g, 86.4 mol, 3.57 equiv) in AcOH (90 mL) that was cooled to 0° C. This was followed by the addition of a solution of Br2 (3.9 g, 25 mmol, 1.0 equiv) in AcOH (25 mL) dropwise, maintaining at 0° C. over 20 min. The resulting solution was allowed to warm to RT on its own accord (over approximately 10 mi... Reaction SMILES: N[C:2]1[S:3][C:4]2[CH:10]=[C:9]([C:11]([O:13][CH3:14])=[O:12])[CH:8]=[C:7]([CH3:15])[C:5]=2[N:6]=1.NC1C=CC(C(OC)=O)=CC=1C.[Br:28]Br>CC(O)=O>[Br:28][C:2]1[S:3][C:4]2[CH:10]=[C:9]([C:11]([O:13][CH3:14])=[O:12])[CH:8]=[C:7]([CH3:15])[C:5]=2[N:6]=1. Run in CC(=O)O (AcOH), CC(=O)O (AcOH). Product: COc1ccc([N+](=O)[O-])c(Oc2ccccc2)c1. Reactants: Br[Cu]Br, [H-], COc1ccc([N+](=O)[O-])c(I)c1, [Na+], Oc1ccccc1, c1ccncc1. Reaction SMILES: [Cu:28]([Br:29])[Br:30].[H-:1].[I:10][c:11]1[cH:12][c:13]([O:20][CH3:21])[cH:14][cH:15][c:16]1[N+:17](=[O:18])[O-:19].[Na+:2].[OH:3][c:4]1[cH:5][cH:6][cH:7][cH:8][cH:9]1.[cH:22]1[cH:23][cH:24][n:25][cH:26][cH:27]1>>[O:3]([c:4]1[cH:5][cH:6][cH:7][cH:8][cH:9]1)[c:11]1[cH:12][c:13]([O:20][CH3:21])[cH:14][cH:15][c:16]1[N+:17](=[O:18])[O-:19]. Starting materials: O=C(O)c1cc(Cl)ccc1Oc1cccc(F)c1, Cl, COC(=O)c1ccc(C(C)N)cc1. Yields the product COC(=O)c1ccc(C(C)NC(=O)c2cc(Cl)ccc2Oc2cccc(F)c2)cc1. Reaction SMILES: [Cl:1][c:2]1[cH:3][cH:4][c:5]([O:11][c:12]2[cH:13][c:14]([F:18])[cH:15][cH:16][cH:17]2)[c:6]([C:7](=[O:8])[OH:9])[cH:10]1.[ClH:19].[NH2:20][CH:21]([CH3:22])[c:23]1[cH:24][cH:25][c:26]([C:27](=[O:28])[O:29][CH3:30])[cH:31][cH:32]1>>[Cl:1][c:2]1[cH:3][cH:4][c:5]([O:11][c:12]2[cH:13][c:14]([F:18])[cH:15][cH:16][cH:17]2)[c:6]([C:7](=[O:9])[NH:20][CH:21]([CH3:22])[c:23]2[cH:24][cH:25][c:26]([C:27](=[O:28])[O:29][CH3:30])[cH:31][cH:32]2)[cH:10]1. The reactants are FC1=C(C=CC=C1F)[C@@H]1CC[C@H](C(NC1)=O)NC(OC(C)(C)C)=O (tert-butyl (3R,6S)-6-(2,3-difluorophenyl)-2-oxoazepan-3-ylcarbamate), [H][H] (hydrogen). The reagents and catalysts are [Pt]=O (Platinum oxide). The solvent is C(C)(=O)O (acetic acid). Conditions: time 3 day. The product is C1(CCCCC1)[C@@H]1CC[C@H](C(NC1)=O)NC(OC(C)(C)C)=O (tert-Butyl [(3R,6S)-6-cyclohexyl-2-oxoazepan-3-yl]carbamate). Isolated yield 49.7%. Reaction SMILES: F[C:2]1[C:7](F)=[CH:6][CH:5]=[CH:4][C:3]=1[C@H:9]1[CH2:15][NH:14][C:13](=[O:16])[C@H:12]([NH:17][C:18](=[O:24])[O:19][C:20]([CH3:23])([CH3:22])[CH3:21])[CH2:11][CH2:10]1.[H][H]>C(O)(=O)C.[Pt]=O>[CH:3]1([C@H:9]2[CH2:15][NH:14][C:13](=[O:16])[C@H:12]([NH:17][C:18](=[O:24])[O:19][C:20]([CH3:22])([CH3:21])[CH3:23])[CH2:11][CH2:10]2)[CH2:2][CH2:7][CH2:6][CH2:5][CH2:4]1. Procedure: Platinum oxide (300 mg, 1.32 mmol) was added to a solution of tert-butyl (3R,6S)-6-(2,3-difluorophenyl)-2-oxoazepan-3-ylcarbamate (463 mg, 1.36 mmol) in glacial acetic acid (15 mL) and the mixture hydrogenated under 50 psi hydrogen in a Parr apparatus. After 3 d, the mixture was concentrated. Saturated aqueous sodium bicarbonate was added, and the mixture was extracted with dichloromethane (3×). The combined organic extracts were washed with brine, dried with magnesium sulfate, filtered, and con... The reactants are CC1=C(C(=O)OCC)C=C(C=N1)C (ethyl 2,5-dimethylnicotinate), ClN1C(N(C(N(C1=O)Cl)=O)Cl)=O (1,3,5-trichloro-1,3,5-triazinane-2,4,6-trione). The solvent is C(Cl)Cl (DCM), C([O-])([O-])=O.[Na+].[Na+] (sodium carbonate), ClCCl (dichloromethane). Conditions: time 18 hour. Product: ClCC1=C(C(=O)OCC)C=C(C=N1)C (ethyl 2-(chloromethyl)-5-methylnicotinate). Isolated yield 109.9%. As a reaction SMILES: [CH3:1][C:2]1[N:12]=[CH:11][C:10]([CH3:13])=[CH:9][C:3]=1[C:4]([O:6][CH2:7][CH3:8])=[O:5].[Cl:14]N1C(=O)N(Cl)C(=O)N(Cl)C1=O>C(Cl)Cl.C(=O)([O-])[O-].[Na+].[Na+]>[Cl:14][CH2:1][C:2]1[N:12]=[CH:11][C:10]([CH3:13])=[CH:9][C:3]=1[C:4]([O:6][CH2:7][CH3:8])=[O:5] |f:3.4.5|. Procedure details: As shown in step 11-ii of Scheme 11, Compound 2035 (354 mg, 1.98 mmol) and 1,3,5-trichloro-1,3,5-triazinane-2,4,6-trione (689 mg, 2.96 mmol) were combined in DCM (1.8 mL). After stirring 18 hours at room temperature, the mixture was diluted with 20 mLs each of saturated sodium carbonate and dichloromethane. The organics were separated, washed with saturated sodium carbonate, washed with brine, dried over sodium sulfate, filtered, and concentrated under reduced pressure to give ethyl 2-(chloromet... Starting materials: CC(C)(C)c1ccc(S(=O)(=O)N(CC(=O)O)c2ccc3ncccc3c2)cc1, CCNCc1ccccc1. Product: CCN(Cc1ccccc1)C(=O)CN(c1ccc2ncccc2c1)S(=O)(=O)c1ccc(C(C)(C)C)cc1. RXN SMILES: [C:1]([CH3:2])([CH3:3])([CH3:4])[c:5]1[cH:6][cH:7][c:8]([S:11](=[O:12])(=[O:13])[N:14]([c:15]2[cH:16][c:17]3[cH:18][cH:19][cH:20][n:21][c:22]3[cH:23][cH:24]2)[CH2:25][C:26](=[O:27])[OH:28])[cH:9][cH:10]1.[CH2:29]([c:30]1[cH:31][cH:32][cH:33][cH:34][cH:35]1)[NH:36][CH2:37][CH3:38]>>[C:1]([CH3:2])([CH3:3])([CH3:4])[c:5]1[cH:6][cH:7][c:8]([S:11](=[O:12])(=[O:13])[N:14]([c:15]2[cH:16][c:17]3[cH:18][cH:19][cH:20][n:21][c:22]3[cH:23][cH:24]2)[CH2:25][C:26](=[O:27])[N:36]([CH2:29][c:30]2[cH:31][cH:32][cH:33][cH:34][cH:35]2)[CH2:37][CH3:38])[cH:9][cH:10]1.